Dataset: the Open Reaction Database (ORD), a public repository of structured organic reaction records. Task: describe an organic reaction: reactants, conditions, products, and yield The reactants are CCC(C)Cc1nc(S(C)(=O)=O)nc(C)c1-c1c(F)cc(F)cc1F, CC#N, N#C[K]. Yields the product CCC(C)Cc1nc(C#N)nc(C)c1-c1c(F)cc(F)cc1F. Reaction SMILES: [CH3:1][S:2](=[O:3])(=[O:4])[c:5]1[n:6][c:7]([CH2:21][CH:22]([CH2:23][CH3:24])[CH3:25])[c:8](-[c:12]2[c:13]([F:20])[cH:14][c:15]([F:19])[cH:16][c:17]2[F:18])[c:9]([CH3:11])[n:10]1.[CH3:29][C:30]#[N:31].[K:26][C:27]#[N:28]>>[c:5]1([C:27]#[N:28])[n:6][c:7]([CH2:21][CH:22]([CH2:23][CH3:24])[CH3:25])[c:8](-[c:12]2[c:13]([F:20])[cH:14][c:15]([F:19])[cH:16][c:17]2[F:18])[c:9]([CH3:11])[n:10]1. The reactants are [N+](=O)([O-])C=1C=C2NC(C(NC2=CC1Cl)=O)=O (6-nitro-7-chloro-1,4-dihydro-2,3-quinoxalinedione), O.O.Cl[Sn]Cl (SnCl2.2H2O). The solvent is C(C)O (ethanol). Reaction conditions: temperature 90 celsius, time 0.5 hour. Yields the product NC=1C=C2NC(C(NC2=CC1Cl)=O)=O (6-Amino-7-chloro-1,4-dihydro-2,3-quinoxalinedione). Yield: 45.6%. As a reaction SMILES: [N+:1]([C:4]1[CH:5]=[C:6]2[C:11](=[CH:12][C:13]=1[Cl:14])[NH:10][C:9](=[O:15])[C:8](=[O:16])[NH:7]2)([O-])=O.O.O.Cl[Sn]Cl>C(O)C>[NH2:1][C:4]1[CH:5]=[C:6]2[C:11](=[CH:12][C:13]=1[Cl:14])[NH:10][C:9](=[O:15])[C:8](=[O:16])[NH:7]2 |f:1.2.3|. Reported procedure: To a stirred mixture of 6-nitro-7-chloro-1,4-dihydro-2,3-quinoxalinedione (35 mg, 0.145 mMol) in ethanol (2 mL) was added SnCl2.2H2O (163 mg, 0.724 mMol) in one portion. The mixture was refluxed at 80° C. (oil bath 90° C.) with stirring for 0.5 h to form a clear solution and continually refluxed for another 0.5 h. It was then cooled to room temperature and the yellow precipitate was collected by filtration, followed by washing with cold ethanol (1×1 mL) to give 25 mg (82%) of crude title compoun... Reactants: C(C)OC1=C(C(=C(C2=CC=CC=C12)OCC1=CC=CC=C1)C(=O)OCC)C(=O)OCC (diethyl 1-(ethyloxy)-4-[(phenylmethyl)oxy]-2,3-naphthalenedicarboxylate), [OH-].[Na+] (sodium hydroxide). The solvent is C(C)O (ethanol). Yields the product C(C)OC1=C(C(=C(C2=CC=CC=C12)OCC1=CC=CC=C1)C(=O)O)C(=O)O (1-(Ethyloxy)-4-[(phenylmethyl)oxy]-2,3-naphthalenedicarboxylic acid). The yield is 96.4%. Reaction SMILES: [CH2:1]([O:3][C:4]1[C:13]2[C:8](=[CH:9][CH:10]=[CH:11][CH:12]=2)[C:7]([O:14][CH2:15][C:16]2[CH:21]=[CH:20][CH:19]=[CH:18][CH:17]=2)=[C:6]([C:22]([O:24]CC)=[O:23])[C:5]=1[C:27]([O:29]CC)=[O:28])[CH3:2].[OH-].[Na+]>C(O)C>[CH2:1]([O:3][C:4]1[C:13]2[C:8](=[CH:9][CH:10]=[CH:11][CH:12]=2)[C:7]([O:14][CH2:15][C:16]2[CH:17]=[CH:18][CH:19]=[CH:20][CH:21]=2)=[C:6]([C:22]([OH:24])=[O:23])[C:5]=1[C:27]([OH:29])=[O:28])[CH3:2] |f:1.2|. Procedure details: A mixture of diethyl 1-(ethyloxy)-4-[(phenylmethyl)oxy]-2,3-naphthalenedicarboxylate (3.05 g, 7.23 mmol), ethanol (30 ml), and 2N aqueous sodium hydroxide solution (35 ml) was refluxed for 3 hours. The reaction mixture was cooled and evaporated. This was acidified with HCl (2N) and extracted with ethyl acetate twice. Combined organics were dried over magnesium sulphate and the solvent evaporated to give the title compound as a white solid (2.55 g, 6.97 mmol). LC/MS: Rt=2.76, [MH]− 365. Starting materials: c1ccc(CC2CCNCC2)cc1, CCOCC, O=C(CCl)Nc1ccc2[nH]c(=O)[nH]c2c1. Product: O=C(CN1CCC(Cc2ccccc2)CC1)Nc1ccc2[nH]c(=O)[nH]c2c1. RXN SMILES: [CH2:1]([c:2]1[cH:3][cH:4][cH:5][cH:6][cH:7]1)[CH:8]1[CH2:9][CH2:10][NH:11][CH2:12][CH2:13]1.[CH2:29]([O:30][CH2:31][CH3:32])[CH3:33].[Cl:14][CH2:15][C:16](=[O:17])[NH:18][c:19]1[cH:20][c:21]2[c:22]([nH:23][c:24](=[O:26])[nH:25]2)[cH:27][cH:28]1>>[CH2:1]([c:2]1[cH:3][cH:4][cH:5][cH:6][cH:7]1)[CH:8]1[CH2:9][CH2:10][N:11]([CH2:15][C:16](=[O:17])[NH:18][c:19]2[cH:20][c:21]3[c:22]([nH:23][c:24](=[O:26])[nH:25]3)[cH:27][cH:28]2)[CH2:12][CH2:13]1. The reactants are Aminoester, ClC12N=C(N=C(C2(NC=N1)[N+](=O)[O-])Cl)SC (4,6-dichloro-5-nitro-2-methylmercaptopurine), N.CO (NH3 MeOH). Solvent: C1CCOC1 (THF), C1CCOC1 (THF). Run at temperature 0 celsius, time 1 hour. Product: ClC1=CC=NC=N1 (6-chloropyrimidine), NC1=CC=NC=N1 (6-aminopyrimidine). Reaction SMILES: [Cl:1][C:2]12[N:10]=CN[C:7]1([N+]([O-])=O)[C:6](Cl)=[N:5][C:4](SC)=[N:3]2.N.CO>C1COCC1>[Cl:1][C:2]1[N:3]=[CH:4][N:5]=[CH:6][CH:7]=1.[NH2:10][C:2]1[N:3]=[CH:4][N:5]=[CH:6][CH:7]=1 |f:1.2|. Procedure: Method XLXVII: Compound FJ. 4,6-dichloro-5-nitro-2-methylmercaptopurine (1.0715 g, 4.502 mmol) was dissolved in 25 mL THF and cooled to 0° C. NH3/MeOH was added (3.5 Equiv) and the mixture was allowed to stir cold for 1 h. Aminoester (1.22 g, 4.37 mmol) was then added dropwise as a solution in 10 mL THF over 10-15 minutes, and the resulting mixture was allowed to warm to room temperature. After 3 h, the reaction was quenched with the addition of water, diluted with EtOAc and the pH was adjusted ... Reactants: BrC(Br)(Br)Br, ClCCl, CC(C)c1nc(-c2ccccc2)cc(-c2ccc(F)cc2)c1C=O, c1ccc(P(c2ccccc2)c2ccccc2)cc1. Product: CC(C)c1nc(-c2ccccc2)cc(-c2ccc(F)cc2)c1C=C(Br)Br. RXN SMILES: [C:1]([Br:2])([Br:3])([Br:4])[Br:5].[Cl:49][CH2:50][Cl:51].[F:6][c:7]1[cH:8][cH:9][c:10](-[c:13]2[c:14]([CH:28]=[O:29])[c:15]([CH:25]([CH3:26])[CH3:27])[n:16][c:17](-[c:19]3[cH:20][cH:21][cH:22][cH:23][cH:24]3)[cH:18]2)[cH:11][cH:12]1.[c:30]1([P:31]([c:32]2[cH:33][cH:34][cH:35][cH:36][cH:37]2)[c:38]2[cH:39][cH:40][cH:41][cH:42][cH:43]2)[cH:44][cH:45][cH:46][cH:47][cH:48]1>>[C:1]([Br:2])([Br:5])=[CH:28][c:14]1[c:13](-[c:10]2[cH:9][cH:8][c:7]([F:6])[cH:12][cH:11]2)[cH:18][c:17](-[c:19]2[cH:20][cH:21][cH:22][cH:23][cH:24]2)[n:16][c:15]1[CH:25]([CH3:26])[CH3:27]. Reactants: [Br-], CC(C)C(C)BC(C)C(C)C, C#CC(CCCCCCC)OC(c1ccccc1)(c1ccccc1)c1ccccc1. Yields the product CCCCCCCC(C=CBr)OC(c1ccccc1)(c1ccccc1)c1ccccc1. RXN SMILES: [Br-:42].[CH:31]([BH:32][CH:33]([CH:34]([CH3:35])[CH3:36])[CH3:37])([CH:38]([CH3:39])[CH3:40])[CH3:41].[c:1]1([C:7]([O:8][CH:9]([C:10]#[CH:11])[CH2:12][CH2:13][CH2:14][CH2:15][CH2:16][CH2:17][CH3:18])([c:19]2[cH:20][cH:21][cH:22][cH:23][cH:24]2)[c:25]2[cH:26][cH:27][cH:28][cH:29][cH:30]2)[cH:2][cH:3][cH:4][cH:5][cH:6]1>>[c:1]1([C:7]([O:8][CH:9]([CH:10]=[CH:11][Br:42])[CH2:12][CH2:13][CH2:14][CH2:15][CH2:16][CH2:17][CH3:18])([c:19]2[cH:20][cH:21][cH:22][cH:23][cH:24]2)[c:25]2[cH:26][cH:27][cH:28][cH:29][cH:30]2)[cH:2][cH:3][cH:4][cH:5][cH:6]1.